Dataset: the Open Reaction Database (ORD), a public repository of structured organic reaction records. Task: describe an organic reaction: reactants, conditions, products, and yield Reactants: ClC=1C=C(C=CC1Cl)C1CC(C(C2=CC=CC=C12)=O)=CN(C)C (4-(3,4-dichlorophenyl)-2-((dimethylamino)methylene)-3,4-dihydronaphthalen-1(2H)-one), Cl.N(C(=N)N)C1CCN(CC1)C(=O)OC(C)(C)C (tert-butyl 4-guanidinopiperidine-1-carboxylate hydrochloride salt). Yields the product ClC=1C=C(C=CC1Cl)C1CC=2C=NC(=NC2C2=C1C=CC=C2)NC2CCN(CC2)C(=O)OC(C)(C)C (tert-butyl 4-(6-(3,4-dichlorophenyl)-5,6-dihydrobenzo[h]quinazolin-2-ylamino)piperidine-1-carboxylate). As a reaction SMILES: [Cl:1][C:2]1[CH:3]=[C:4]([CH:9]2[C:18]3[C:13](=[CH:14][CH:15]=[CH:16][CH:17]=3)[C:12](=O)[C:11](=[CH:20]N(C)C)[CH2:10]2)[CH:5]=[CH:6][C:7]=1[Cl:8].Cl.[NH:25]([CH:29]1[CH2:34][CH2:33][N:32]([C:35]([O:37][C:38]([CH3:41])([CH3:40])[CH3:39])=[O:36])[CH2:31][CH2:30]1)[C:26]([NH2:28])=[NH:27]>>[Cl:1][C:2]1[CH:3]=[C:4]([CH:9]2[C:18]3[CH:17]=[CH:16][CH:15]=[CH:14][C:13]=3[C:12]3[N:28]=[C:26]([NH:25][CH:29]4[CH2:34][CH2:33][N:32]([C:35]([O:37][C:38]([CH3:41])([CH3:40])[CH3:39])=[O:36])[CH2:31][CH2:30]4)[N:27]=[CH:20][C:11]=3[CH2:10]2)[CH:5]=[CH:6][C:7]=1[Cl:8] |f:1.2|. Reported procedure: This was prepared from 4-(3,4-dichlorophenyl)-2-((dimethylamino)methylene)-3,4-dihydronaphthalen-1(2H)-one and tert-butyl 4-guanidinopiperidine-1-carboxylate hydrochloride salt under the condition described in the general procedure 1 to afford tert-butyl 4-(6-(3,4-dichlorophenyl)-5,6-dihydrobenzo[h]quinazolin-2-ylamino)piperidine-1-carboxylate (0.68 g) as a light yellow solid. M.p.=94-96° C. 1H NMR 400 MHz (DMSO-d6) δ 8.27-8.25 (m, 1 H), 8.13 (s, 1 H), 7.52 (d, J=8.4 Hz, 1 H), 7.47-7.40 (m, 3 H)... Starting materials: OC1=CC2=C(C=C(O2)C(=O)OC)C=C1 (methyl 6-hydroxybenzofuran-2-carboxylate), [H-].[Na+] (NaH), C(C1=CC=CC=C1)Br (benzyl bromide), CN(C)C=O (DMF). The solvent is O (Water), C1CCOC1 (THF), C1CCOC1 (THF), CCOC(=O)C (AcOEt). Run at time 1 hour. Yields the product C(C1=CC=CC=C1)OC1=CC2=C(C=C(O2)C(=O)OC)C=C1 (methyl 6-(benzyloxy)benzofuran-2-carboxylate). As a reaction SMILES: [OH:1][C:2]1[CH:14]=[CH:13][C:5]2[CH:6]=[C:7]([C:9]([O:11][CH3:12])=[O:10])[O:8][C:4]=2[CH:3]=1.[H-].[Na+].CN(C=O)C.[CH2:22](Br)[C:23]1[CH:28]=[CH:27][CH:26]=[CH:25][CH:24]=1>C1COCC1.CCOC(C)=O.O>[CH2:22]([O:1][C:2]1[CH:14]=[CH:13][C:5]2[CH:6]=[C:7]([C:9]([O:11][CH3:12])=[O:10])[O:8][C:4]=2[CH:3]=1)[C:23]1[CH:28]=[CH:27][CH:26]=[CH:25][CH:24]=1 |f:1.2|. Procedure details: A solution of methyl 6-hydroxybenzofuran-2-carboxylate (3.58 g) in THF (30 ml) was slowly added to a suspension of NaH (800 mg) in THF (100 ml) at room temperature, and after stirring for one hour, DMF (35 ml) was added, benzyl bromide (3.77 g) was slowly added and the mixture was stirred for one hour. Water was added to the reaction solution, extraction was performed with AcOEt, and the organic layer was dried with MgSO4 and then filtered and concentrated. The residue was purified by silica gel... The reactants are C1(CC1)N(C(=O)[C@H]1CNCC[C@@H]1C1=CC=C(C=C1)OCCOC1=C(C=C(C=C1Cl)C)Cl)CC=1C=C(OCCCC(=O)OCC)C=C(C1)CCCOC (Ethyl 4-[3-({cyclopropy[((3R,4S)-4-{4-[2-(2,6-dichloro-4-methylphenoxy)ethoxy]-phenyl}piperidin-3-yl)carbonyl]amino}methyl)-5-(3-methoxypropyl)phenoxy]-butanoate), [Na] (sodium). The product is C1(CC1)N(C(=O)[C@H]1CNCC[C@@H]1C1=CC=C(C=C1)OCCOC1=C(C=C(C=C1Cl)C)Cl)CC=1C=C(OCCCC(=O)O)C=C(C1)CCCOC (4-[3-({Cyclopropyl[((3R,4S)-4-{4-[2-(2,6-dichloro-4-methylphenoxy)ethoxy]phenyl}piperidin-3-yl)carbonyl]amino}methyl)-5-(3-methoxypropyl)phenoxy]butanoic Acid). Reaction SMILES: [CH:1]1([N:4]([CH2:32][C:33]2[CH:34]=[C:35]([CH:45]=[C:46]([CH2:48][CH2:49][CH2:50][O:51][CH3:52])[CH:47]=2)[O:36][CH2:37][CH2:38][CH2:39][C:40]([O:42]CC)=[O:41])[C:5]([C@@H:7]2[C@@H:12]([C:13]3[CH:18]=[CH:17][C:16]([O:19][CH2:20][CH2:21][O:22][C:23]4[C:28]([Cl:29])=[CH:27][C:26]([CH3:30])=[CH:25][C:24]=4[Cl:31])=[CH:15][CH:14]=3)[CH2:11][CH2:10][NH:9][CH2:8]2)=[O:6])[CH2:3][CH2:2]1.[Na]>>[CH:1]1([N:4]([CH2:32][C:33]2[CH:34]=[C:35]([CH:45]=[C:46]([CH2:48][CH2:49][CH2:50][O:51][CH3:52])[CH:47]=2)[O:36][CH2:37][CH2:38][CH2:39][C:40]([OH:42])=[O:41])[C:5]([C@@H:7]2[C@@H:12]([C:13]3[CH:14]=[CH:15][C:16]([O:19][CH2:20][CH2:21][O:22][C:23]4[C:28]([Cl:29])=[CH:27][C:26]([CH3:30])=[CH:25][C:24]=4[Cl:31])=[CH:17][CH:18]=3)[CH2:11][CH2:10][NH:9][CH2:8]2)=[O:6])[CH2:2][CH2:3]1 |^1:52|. Reported procedure: Prepared according to the procedure described in Example 2 but using instead ethyl 4-[3-({cyclopropyl[((3R,4S)-4-{4-[2-(2,6-dichloro-4-methylphenoxy)ethoxy]-phenyl}piperidin-3-yl)carbonyl]amino}methyl)-5-(3-methoxypropyl)phenoxy]-butanoate (Example 15) as the starting material. The sodium salt of the title compound was a foam. Solvent: C(C)O (Ethanol). RXN SMILES: [C:1]1([CH2:11][CH:12]([C:15]#[N:16])[C:13]#[N:14])[C:10]2[C:5](=[CH:6][CH:7]=[CH:8][CH:9]=2)[CH:4]=[CH:3][CH:2]=1.O.[NH2:18][NH2:19]>C(O)C>[C:1]1([CH2:11][C:12]2[C:13]([NH2:14])=[N:18][NH:19][C:15]=2[NH2:16])[C:10]2[C:5](=[CH:6][CH:7]=[CH:8][CH:9]=2)[CH:4]=[CH:3][CH:2]=1 |f:1.2|. Procedure details: To a mixture of malononitrile (1.32 g, 20 mmol) in Ethanol (50 mL) and Water (2.50 mL) was added 1-naphthalenecarbaldehyde (3.12 g, 20 mmol). The reaction was stirred at rt for 7 days. The mixture was cooled to 0° C. in an ice bath. Sodium borohydride (0.204 g, 5.40 mmol) was introduced to the vigorously stirred mixture and the reduction was complete in about 10 min. To the reaction mixture was added water (20 mL). 1N HCl was added in to quench the excess hydride. More water was added in until p... The yield is 57.2%. Yields the product C1(=CC=CC2=CC=CC=C12)CC=1C(=NNC1N)N (4-(1-naphthalenylmethyl)-1H-pyrazole-3,5-diamine). Reactants: C1(=CC=CC2=CC=CC=C12)CC(C#N)C#N ((1-naphthalenylmethyl)propanedinitrile), O.NN (hydrazine hydrate). Starting materials: ClC=1C(=NC=NC1Cl)N (5,6-dichloropyrimidin-4-amine), OC1CC2(CN(C2)C(=O)OC(C)(C)C)C1 (tert-butyl 6-hydroxyl-2-azaspiro[3.3]heptane-2-carboxylate), C(C1=CC=CC=C1)N1N=CC(=C1)B(O)O ((1-benzyl-1H-pyrazol-4-yl)boronic acid), C(C=C)(=O)O (acrylic acid). The product is NC1=C(C(=NC=N1)OC1CC2(CN(C2)C(C=C)=O)C1)C=1C=NN(C1)CC1=CC=CC=C1 (1-(6-((6-amino-5-(1-benzyl-1H-pyrazol-4-yl)pyrimidin-4-yl)oxy)-2-azaspiro[3.3]heptan-2-yl)prop-2-en-1-one). As a reaction SMILES: Cl[C:2]1[C:3]([NH2:9])=[N:4][CH:5]=[N:6][C:7]=1Cl.[OH:10][CH:11]1[CH2:24][C:13]2([CH2:16][N:15]([C:17]([O:19]C(C)(C)C)=O)[CH2:14]2)[CH2:12]1.[CH2:25]([N:32]1[CH:36]=[C:35](B(O)O)[CH:34]=[N:33]1)[C:26]1[CH:31]=[CH:30][CH:29]=[CH:28][CH:27]=1.[C:40](O)(=O)[CH:41]=C>>[NH2:9][C:3]1[N:4]=[CH:5][N:6]=[C:7]([O:10][CH:11]2[CH2:12][C:13]3([CH2:14][N:15]([C:17](=[O:19])[CH:40]=[CH2:41])[CH2:16]3)[CH2:24]2)[C:2]=1[C:35]1[CH:34]=[N:33][N:32]([CH2:25][C:26]2[CH:31]=[CH:30][CH:29]=[CH:28][CH:27]=2)[CH:36]=1. Procedure: 1-(6-((6-amino-5-(1-benzyl-1H-pyrazol-4-yl)pyrimidin-4-yl)oxy)-2-azaspiro[3.3]heptan-2-yl)prop-2-en-1-one was prepared from 5,6-dichloropyrimidin-4-amine, tert-butyl 6-hydroxyl-2-azaspiro[3.3]heptane-2-carboxylate, (1-benzyl-1H-pyrazol-4-yl)boronic acid and acrylic acid according to general scheme 3 using methods S1, S2, S3, and S4A. HPLC purity: 95%. MS: m/z=417 [M+H]+. 1H NMR (CD3OD) δ 8.32 (s, 1H), 7.94 (s, 1H), 7.76 (s, 1H), 7.35 (m, 5H), 6.29 (m, 2H), 5.72 (m, 1H), 5.43 (s, 2H), 5.29 (m, 1H... Reactants: C(O)([O-])=O.[Na+] (sodium hydrogen carbonate), COC=1C=C(C=O)C=CC1 (3-methoxybenzaldehyde), CC(C(C(C)=NO)=O)C (4-methylpentane-2,3-dione 2-oxime), solution, Cl (hydrogen chloride), solution, Cl (hydrogen chloride). Run in C(C)(=O)O (acetic acid), COCCOC (ethylene glycol dimethyl ether), COC(C)(C)C (tert-butyl methyl ether), O (water). Reaction conditions: temperature 52.5 celsius, time 60 hour. Product: C(C)(C)C1=C([N+](=C(O1)C1=CC(=CC=C1)OC)[O-])C (5-Isopropyl-2-(3-methoxyphenyl)-4-methyloxazole 3-oxide). RXN SMILES: [CH3:1][O:2][C:3]1[CH:4]=[C:5]([CH:8]=[CH:9][CH:10]=1)[CH:6]=[O:7].[CH3:11][CH:12]([CH3:19])[C:13](=O)[C:14](=[N:16][OH:17])[CH3:15].Cl.C(=O)([O-])O.[Na+]>C(O)(=O)C.COCCOC.COC(C)(C)C.O>[CH:12]([C:13]1[O:7][C:6]([C:5]2[CH:8]=[CH:9][CH:10]=[C:3]([O:2][CH3:1])[CH:4]=2)=[N+:16]([O-:17])[C:14]=1[CH3:15])([CH3:19])[CH3:11] |f:3.4|. Reported procedure: 19.0 g (137 mmol) of 3-methoxybenzaldehyde were added to a solution of 18.0 g (137 mmol) of 4-methylpentane-2,3-dione 2-oxime in 30 g (99 mmol) of solution of hydrogen chloride in acetic acid (12%) and 30 g (164 mmol) of solution of hydrogen chloride in ethylene glycol dimethyl ether (20%). The reaction was stirred at 50-55° C. for 3 hours and at room temperature for 60 hours. Subsequently, 500 ml of water and 300 ml of tert-butyl methyl ether were added before a pH of 3-4 was established by add...